From a dataset of the Open Reaction Database (ORD), a public repository of structured organic reaction records. describe an organic reaction: reactants, conditions, products, and yield Reported procedure: A magnetically-stirred solution of 3,5,6,7-tetrahydro-1H-thieno[3,4-b]pyran-5-one (14.32 g, 0.09168 mol) in benzene (150 mL) was treated, in portions, with 2,3-dichloro-5,6-dicyano-1,4-benzoquinone (DDQ) (21.29 g, 0.09378 mol). The DDQ dissolved exothermically, giving a dark brown solution which gradually faded to orange, as the crystalline hydroquinone separated. The solids were removed by filtration and rinsed with CH2Cl2. The filtrates were concentrated in vacuo, and the residue was twice dis... Solvent: O (water), C1=CC=CC=C1 (benzene). RXN SMILES: [O:1]1[CH2:6][CH2:5][CH:4]=[C:3]2[C:7](=[O:10])[S:8][CH2:9][CH:2]12.ClC1C(=O)C(C#N)=C(C#N)C(=O)C=1Cl.C1(C=CC(O)=CC=1)O.O=O>C1C=CC=CC=1.O>[O:1]1[CH:6]=[CH:5][CH:4]=[C:3]2[C:7](=[O:10])[S:8][CH2:9][CH:2]12. The product is O1C2C(=CC=C1)C(SC2)=O (6,7-Dihydro-5H-thieno[3,4-b]pyran-5-one). The reactants are C1(O)=CC=C(O)C=C1 (hydroquinone), O=O (oxygen), O1C2C(=CCC1)C(SC2)=O (3,5,6,7-tetrahydro-1H-thieno[3,4-b]pyran-5-one), ClC=1C(C(=C(C(C1Cl)=O)C#N)C#N)=O (2,3-dichloro-5,6-dicyano-1,4-benzoquinone), ClC=1C(C(=C(C(C1Cl)=O)C#N)C#N)=O (DDQ). Starting materials: CC(C)CN, O=C(Cl)Oc1ccc([N+](=O)[O-])cc1, ClCCl, CC(C)C1CN(C(=O)c2ccc(N)c(F)c2)CCN1Cc1cccc(C(=O)NC(C)(C)C)c1. Product: CC(C)CNC(=O)Nc1ccc(C(=O)N2CCN(Cc3cccc(C(=O)NC(C)(C)C)c3)C(C(C)C)C2)cc1F. As a reaction SMILES: [CH2:47]([CH:48]([CH3:49])[CH3:50])[NH2:51].[Cl:34][C:35](=[O:36])[O:37][c:38]1[cH:39][cH:40][c:41]([N+:42]([O-:43])=[O:44])[cH:45][cH:46]1.[Cl:52][CH2:53][Cl:54].[NH2:1][c:2]1[c:3]([F:33])[cH:4][c:5]([C:6](=[O:7])[N:8]2[CH2:9][CH:10]([CH:28]([CH3:29])[CH3:30])[N:11]([CH2:14][c:15]3[cH:16][c:17]([C:18](=[O:19])[NH:20][C:21]([CH3:22])([CH3:23])[CH3:24])[cH:25][cH:26][cH:27]3)[CH2:12][CH2:13]2)[cH:31][cH:32]1>>[NH:1]([c:2]1[c:3]([F:33])[cH:4][c:5]([C:6](=[O:7])[N:8]2[CH2:9][CH:10]([CH:28]([CH3:29])[CH3:30])[N:11]([CH2:14][c:15]3[cH:16][c:17]([C:18](=[O:19])[NH:20][C:21]([CH3:22])([CH3:23])[CH3:24])[cH:25][cH:26][cH:27]3)[CH2:12][CH2:13]2)[cH:31][cH:32]1)[C:35](=[O:36])[NH:51][CH2:47][CH:48]([CH3:49])[CH3:50]. The reactants are C(C1=CC=CC=C1)(=O)NC1=CC=C(C=C1)C1=CC=C2CN(C(C2=C1)=O)[C@H](C(=O)O)C(C)C ((S)-2-(6-(4-Benzamidophenyl)-1-oxoisoindolin-2-yl)-3-methylbutanoic acid), ClC1=C(C(=O)NC2=CC=C(C=C2)C2=CC=C3CN(C(C3=C2)=O)[C@H](C(=O)OC)C(C)C)C=CC=C1 ((S)-Methyl 2-(6-(4-(2-chlorobenzamido)phenyl)-1-oxoisoindolin-2-yl)-3-methylbutanoate). Product: ClC1=C(C(=O)NC2=CC=C(C=C2)C2=CC=C3CN(C(C3=C2)=O)[C@H](C(=O)O)C(C)C)C=CC=C1 ((S)-2-(6-(4-(2-Chlorobenzamido)phenyl)-1-oxoisoindolin-2-yl)-3-methyl butanoic acid). Yield: 84.0%. RXN SMILES: C(NC1C=CC(C2C=C3C(CN([C@@H](C(C)C)C(O)=O)C3=O)=CC=2)=CC=1)(=O)C1C=CC=CC=1.[Cl:33][C:34]1[CH:66]=[CH:65][CH:64]=[CH:63][C:35]=1[C:36]([NH:38][C:39]1[CH:44]=[CH:43][C:42]([C:45]2[CH:53]=[C:52]3[C:48]([CH2:49][N:50]([C@@H:55]([CH:60]([CH3:62])[CH3:61])[C:56]([O:58]C)=[O:57])[C:51]3=[O:54])=[CH:47][CH:46]=2)=[CH:41][CH:40]=1)=[O:37]>>[Cl:33][C:34]1[CH:66]=[CH:65][CH:64]=[CH:63][C:35]=1[C:36]([NH:38][C:39]1[CH:44]=[CH:43][C:42]([C:45]2[CH:53]=[C:52]3[C:48]([CH2:49][N:50]([C@@H:55]([CH:60]([CH3:61])[CH3:62])[C:56]([OH:58])=[O:57])[C:51]3=[O:54])=[CH:47][CH:46]=2)=[CH:41][CH:40]=1)=[O:37]. Procedure: The compound of example 132 was prepared analogous to compound of example 98 by hydrolysis of compound of example 131. Starting materials: COC(=O)c1cc(F)ccc1C(=O)NC(=O)OC(C)(C)C, ClCCl, O=C(O)C(F)(F)F. Yields the product COC(=O)c1cc(F)ccc1C(N)=O. RXN SMILES: [CH3:1][O:2][C:3]([c:4]1[c:5]([C:11](=[O:12])[NH:13][C:14]([O:15][C:16]([CH3:17])([CH3:18])[CH3:19])=[O:20])[cH:6][cH:7][c:8]([F:10])[cH:9]1)=[O:21].[Cl:29][CH2:30][Cl:31].[F:22][C:23]([F:24])([F:25])[C:26]([OH:27])=[O:28]>>[CH3:1][O:2][C:3]([c:4]1[c:5]([C:11](=[O:12])[NH2:13])[cH:6][cH:7][c:8]([F:10])[cH:9]1)=[O:21]. Reactants: C(CCC)S(=O)(=O)N[C@H](CO)C(=O)O.N[C@@H](C)C(=O)O (n-butylsulfonyl-D-serine alanine), 4-(aminomethyl)benzylnitrile, compound 6, C(CCl)Cl (EDC), ON1N=NC2=C1C=CC=C2 (N-hydroxybenzotriazole), N1=C(C=C(C=C1C)C)C (2,4,6-Collidine). Run in C(C)#N (acetonitrile). Procedure: A solution of compound 4 (150 mg, 0.51 mmol), 4-(aminomethyl)benzylnitrile (compound 6, 171 mg, 1.02 mmol), EDC (195 mg, 1.02 mmol), and N-hydroxybenzotriazole (78 mg, 0.51 mmol) in acetonitrile (5.1 ml) was stirred at ambient temperature for 10 minutes. 2,4,6-Collidine (0.34 ml, 2.54 mmol) was then added and the reaction mixture was stirred overnight at ambient temperature. The solvent was removed under reduced pressure and the resulting residue was resuspended in ethylacetate (100 ml) and 0.5M... Conditions: time 8 hour. Yield: 108.4%. Product: C(CCC)S(=O)(=O)N[C@H](CO)C(=O)O.C(#N)C1=CC=C(CNC([C@@H](N)C)=O)C=C1 (n-butylsulfonyl-D-serine alanine-4-cyanobenzylamide). RXN SMILES: [CH2:1]([S:5]([NH:8][C@@H:9]([C:12]([OH:14])=[O:13])[CH2:10][OH:11])(=[O:7])=[O:6])[CH2:2][CH2:3][CH3:4].[NH2:15][C@H:16]([C:18]([OH:20])=O)[CH3:17].[CH2:21](Cl)CCl.O[N:26]1[C:30]2C=CC=CC=2N=N1.[N:35]1[C:40](C)=[CH:39][C:38](C)=[CH:37][C:36]=1[CH3:43]>C(#N)C>[CH2:1]([S:5]([NH:8][C@@H:9]([C:12]([OH:14])=[O:13])[CH2:10][OH:11])(=[O:6])=[O:7])[CH2:2][CH2:3][CH3:4].[C:30]([C:40]1[CH:39]=[CH:38][C:37]([CH2:36][NH:43][C:18](=[O:20])[C@H:16]([CH3:17])[NH2:15])=[CH:21][CH:35]=1)#[N:26] |f:0.1,6.7|.